This data is from the Open Reaction Database (ORD), a public repository of structured organic reaction records. The task is: describe an organic reaction: reactants, conditions, products, and yield The reactants are FC(C(=O)O)(F)F (Trifluoroacetic acid), C1(=CC=CC=C1)OC (anisole), C(C=C)ON=C(C(=O)NC1[C@@H]2N(C(=C(CS2)CSC2=NN=NN2C)C(=O)O)C1=O)C=1N=C(SC1)NC(=O)OC(C)(C)CC (7-[2-allyloxyimino-2-(2-t-pentyloxycarbonylamino-1,3-thiazol-4-yl)acetamido]-3-(1-methyl-1H-tetrazol-5-yl)thiomethyl-3-cephem-4-carboxylic acid). Run at time 40 minute. Yields the product C(C=C)ON=C(C(=O)NC1[C@@H]2N(C(=C(CS2)CSC2=NN=NN2C)C(=O)O)C1=O)C=1N=C(SC1)N (7-[2-allyloxyimino-2-(2-amino-1,3-thiazol-4-yl)acetamido]-3-(1-methyl-1H-tetrazol-5-yl)thiomethyl-3-cephem-4-carboxylic acid). Isolated yield 57.2%. Reaction SMILES: FC(F)(F)C(O)=O.C1(OC)C=CC=CC=1.[CH2:16]([O:19][N:20]=[C:21]([C:45]1[N:46]=[C:47]([NH:50]C(OC(CC)(C)C)=O)[S:48][CH:49]=1)[C:22]([NH:24][CH:25]1[C:43](=[O:44])[N:27]2[C:28]([C:40]([OH:42])=[O:41])=[C:29]([CH2:32][S:33][C:34]3[N:38]([CH3:39])[N:37]=[N:36][N:35]=3)[CH2:30][S:31][C@H:26]12)=[O:23])[CH:17]=[CH2:18]>>[CH2:16]([O:19][N:20]=[C:21]([C:45]1[N:46]=[C:47]([NH2:50])[S:48][CH:49]=1)[C:22]([NH:24][CH:25]1[C:43](=[O:44])[N:27]2[C:28]([C:40]([OH:42])=[O:41])=[C:29]([CH2:32][S:33][C:34]3[N:38]([CH3:39])[N:37]=[N:36][N:35]=3)[CH2:30][S:31][C@H:26]12)=[O:23])[CH:17]=[CH2:18]. Procedure: Trifluoroacetic acid (4 ml.) and anisole (2 ml.) were added under ice-cooling to 7-[2-allyloxyimino-2-(2-t-pentyloxycarbonylamino-1,3-thiazol-4-yl)acetamido]-3-(1-methyl-1H-tetrazol-5-yl)thiomethyl-3-cephem-4-carboxylic acid (syn isomer) (0.9 g.) and the mixture was stirred for 40 minutes at ambient temperature. The reaction mixture was post-treated according to a similar manner to that of Example 17 to give 7-[2-allyloxyimino-2-(2-amino-1,3-thiazol-4-yl)acetamido]-3-(1-methyl-1H-tetrazol-5-yl)t... Starting materials: C(=O)(OCC)C1(CCCCC1)SCC1=CC=C(C=C1)OC (1-(carboethoxy)-1-(4-methoxybenzylthio)cyclohexane), [OH-].[Na+] (sodium hydroxide), C(C)O (ethanol), O.[OH-].[Li+] (lithium hydroxide monohydrate). The solvent is O (water), O1CCCC1 (tetrahydrofuran). Conditions: temperature 60 celsius. The product is C(=O)(O)C1(CCCCC1)SCC1=CC=C(C=C1)OC (1-(carboxy)-1-(4-methoxybenzylthio)cyclohexane). As a reaction SMILES: [C:1]([C:6]1([S:12][CH2:13][C:14]2[CH:19]=[CH:18][C:17]([O:20][CH3:21])=[CH:16][CH:15]=2)[CH2:11][CH2:10][CH2:9][CH2:8][CH2:7]1)([O:3]CC)=[O:2].[OH-].[Na+].C(O)C.O.[OH-].[Li+]>O.O1CCCC1>[C:1]([C:6]1([S:12][CH2:13][C:14]2[CH:19]=[CH:18][C:17]([O:20][CH3:21])=[CH:16][CH:15]=2)[CH2:11][CH2:10][CH2:9][CH2:8][CH2:7]1)([OH:3])=[O:2] |f:1.2,4.5.6|. Procedure: Dissolve 1-(carboethoxy)-1-(4-methoxybenzylthio)cyclohexane (1.45 g, 4.7 mmol) in water (2.5 mL) and tetrahydrofuran (10 mL). Treat with 2.5N sodium hydroxide (4 mL, 10 mmol). Heat at 60° C. for 2 hours, add 95% ethanol (10 mL) and lithium hydroxide monohydrate (0.42 g, 10 mmol) Heat to a gentle reflux for 20 hours, cool and evaporate the solvent in vacuo. Partition between water (50 mL) and ether (50 mL). Separate the aqueous phase and acidify to pH 1. Extract with methylene chloride (50 mL), d... Yield: 83.0%. The reactants are CN1CCC(CC1)(OC1=C(C=CC=C1)[N+](=O)[O-])C#C (1-methyl-4-ethynyl-4-(2-nitrophenoxy)piperidine), Cl (hydrochloride), CO (methanol), Cl (hydrochloric acid), C([O-])([O-])=O.[Na+].[Na+] (sodium carbonate). The solvent is O (water), CCOCC (ether). Reaction SMILES: [CH3:1][N:2]1[CH2:7][CH2:6][C:5]([C:18]#[CH:19])([O:8][C:9]2[CH:14]=[CH:13][CH:12]=[CH:11][C:10]=2[N+:15]([O-])=O)[CH2:4][CH2:3]1.Cl.CO.C(=O)([O-])[O-].[Na+].[Na+]>CCOCC.[Fe].O>[CH3:1][N:2]1[CH2:3][CH2:4][C:5]([O:8][C:9]2[CH:14]=[CH:13][CH:12]=[CH:11][C:10]=2[NH2:15])([C:18]#[CH:19])[CH2:6][CH2:7]1 |f:3.4.5|. The product is CN1CCC(CC1)(C#C)OC1=C(C=CC=C1)N (1-Methyl-4-(2-aminophenoxy)-4-ethynylpiperidine). The reagents and catalysts are [Fe] (iron). Run at time 0.5 hour. Reported procedure: A suspension of 1-methyl-4-ethynyl-4-(2-nitrophenoxy)piperidine (liberated from 10.0 g of the hydrochloride), 140 ml of methanol, 40 ml of water, 10 ml of conc hydrochloric acid and 20 g of iron (reduced electroytic) was stirred for 0.5 hr at 45° under nitrogen. The mixture was allowed to cool to room temperature, poured into saturated sodium carbonate solution, extracted twice with ether; dried over anhydrous potassium carbonate, filtered, and the solvent was evaporated to provide an oil. The o... The reactants are C1(=CC=CC=C1)P(C1=CC=CC=C1)C1=CC=CC=C1 (Triphenylphosphine), BrN1C(CCC1=O)=O (N-bromosuccinimide), OCC1=CC=C(C=C1)C1=CC=CC=C1 (4-hydroxymethylbiphenyl). Run in ClCCl (dichloromethane). Conditions: time 15 hour. The product is C1(=CC=CC=C1)C1=CC=C(CBr)C=C1 (4-Phenylbenzyl Bromide). Yield: 93.0%. RXN SMILES: C1(P(C2C=CC=CC=2)C2C=CC=CC=2)C=CC=CC=1.[Br:20]N1C(=O)CCC1=O.O[CH2:29][C:30]1[CH:35]=[CH:34][C:33]([C:36]2[CH:41]=[CH:40][CH:39]=[CH:38][CH:37]=2)=[CH:32][CH:31]=1>ClCCl>[C:36]1([C:33]2[CH:34]=[CH:35][C:30]([CH2:29][Br:20])=[CH:31][CH:32]=2)[CH:41]=[CH:40][CH:39]=[CH:38][CH:37]=1. Procedure: Triphenylphosphine (1.58 g) and N-bromosuccinimide (1.07 g) were added to a stirred solution of 4-hydroxymethylbiphenyl (1.01 g) in dichloromethane (10 mL) under nitrogen. The mixture was stirred at room temperature for 15 hr and evaporated in vacuo. The residue was diluted with chloroform, and washed with saturated sodium hydrogencarobonate, and brine. The organic layer was dried over anhydrous sodium sulfate and evaporated in vacuo. The residue was purified by silica gel column chromatography ... Starting materials: C(C)(C)(C)OC(=O)N[C@@H]1C(N(CCC1)CC(=O)OCC1=CC=CC=C1)=O ((S)-3-[(tert-Butoxycarbonyl)amino]-2-oxo-1-piperidineacetic acid, benzyl ester), Cl (HCl), [NH4+].[OH-] (NH4OH), C(Cl)Cl (CH2Cl2). Run in C(C)(=O)OCC (ethyl acetate), C(C)(=O)OCC (ethyl acetate), CO (methanol). Reaction conditions: time 3 hour. Product: Cl.N[C@@H]1C(N(CCC1)CC(=O)OCC1=CC=CC=C1)=O ((S)-3-Amino-2-oxo-1-piperidineacetic acid. benzyl ester hydrochloride). As a reaction SMILES: C(OC([NH:8][C@H:9]1[CH2:14][CH2:13][CH2:12][N:11]([CH2:15][C:16]([O:18][CH2:19][C:20]2[CH:25]=[CH:24][CH:23]=[CH:22][CH:21]=2)=[O:17])[C:10]1=[O:26])=O)(C)(C)C.Cl.C(Cl)[Cl:29].[NH4+].[OH-]>C(OCC)(=O)C.CO>[ClH:29].[NH2:8][C@H:9]1[CH2:14][CH2:13][CH2:12][N:11]([CH2:15][C:16]([O:18][CH2:19][C:20]2[CH:25]=[CH:24][CH:23]=[CH:22][CH:21]=2)=[O:17])[C:10]1=[O:26] |f:3.4,7.8|. Procedure: To a solution of the compound of Example 38 (4.00 g, 0.0110 mole) in 10 mL of ethyl acetate at room temperature was added 5N HCl in ethyl acetate (50 mL, freshly prepared, 0.25 mole) in one portion. The solution was stirred for 3 hrs, solvent was evaporated, CH2Cl2 was added and the solvents were reevaporated. The residue was pumped at <1 mm Hg on a vacuum pump for 24 hours to afford 3.37 g (~Quantitative crude yield) of product as a colorless foam. TLC (silica gel; CH2Cl2, methanol, conc. NH4OH... Reactants: S(=O)(=O)(O)CC(=O)O (sulfoacetic acid), C(C)O (ethanol). Conditions: temperature 80 celsius. Product: S(=O)(=O)(O)CC(=O)OCC (Ethyl Sulfoacetate). RXN SMILES: [S:1]([CH2:5][C:6]([OH:8])=[O:7])([OH:4])(=[O:3])=[O:2].[CH2:9](O)[CH3:10]>>[S:1]([CH2:5][C:6]([O:8][CH2:9][CH3:10])=[O:7])([OH:4])(=[O:3])=[O:2]. Reported procedure: 2.21 g (15.8 mmol) of sulfoacetic acid was suspended in 30 ml of ethanol, and the suspension was heated at 80° C. under reflux for 5 hours. The solvent was distilled off to obtain the title compound.